This data is from the Open Reaction Database (ORD), a public repository of structured organic reaction records. The task is: describe an organic reaction: reactants, conditions, products, and yield Starting materials: C1(CCCC1)N1N=C(C(=C1N)C#N)CC (1-cyclopentyl-3-ethyl-5-amino-1H-pyrazole-4-carbonitrile), Cl.N1=CC=C(C=C1)CC(=O)O (4-pyridine acetic acid hydrochloride), N,N'-carbonyldiimidazole, [H-].[Na+] (NaH). The solvent is CN(C)C=O (DMF). Run at time 30 minute. The product is C1(CCCC1)N1N=C(C(=C1NC(=O)CC1=CC=NC=C1)C#N)CC (1-cyclopentyl-3-ethyl-4-cyano-5-[(4-pyridinylmethyl)carbonylamino]-1H-pyrazole). Yield: 43.3%. As a reaction SMILES: Cl.[N:2]1[CH:7]=[CH:6][C:5]([CH2:8][C:9]([OH:11])=O)=[CH:4][CH:3]=1.[H-].[Na+].[CH:14]1([N:19]2[C:23]([NH2:24])=[C:22]([C:25]#[N:26])[C:21]([CH2:27][CH3:28])=[N:20]2)[CH2:18][CH2:17][CH2:16][CH2:15]1>CN(C=O)C>[CH:14]1([N:19]2[C:23]([NH:24][C:9]([CH2:8][C:5]3[CH:4]=[CH:3][N:2]=[CH:7][CH:6]=3)=[O:11])=[C:22]([C:25]#[N:26])[C:21]([CH2:27][CH3:28])=[N:20]2)[CH2:15][CH2:16][CH2:17][CH2:18]1 |f:0.1,2.3|. Procedure: To a mixture of 4-pyridine acetic acid hydrochloride (4.3 g, 25 mmol) and DMF (50 ml) cooled in an ice bath was added NaH (1.0 g, 25 mmol, 60% dispersion in mineral oil). The resulting mixture was stirred for 30 minutes and then N,N'-carbonyldiimidazole (4.0 g, 24.6 mmol) was added followed 30 minutes later by 1-cyclopentyl-3-ethyl-5-amino-1H-pyrazole-4-carbonitrile (4.1 g, 20 mmol). The reaction mixture was stirred as such for 4 hours, then at room temperature for about 2 days, and then finally... Starting materials: C(C)(C)(C)OC(=O)N1[C@@H](C[C@H](C1)O[Si](C)(C)C(C)(C)C)CCOC1=C(C=C(C=C1)F)CCC1=CC(=C(C=C1)F)F ((2R,4R)-1-t-butoxycarbonyl-4-t-butyldimethylsilyloxy-2-[2-{2-[2-(3,4-difluorophenyl)ethyl]-4-fluorophenoxy}ethyl]pyrrolidine), [F-].C(CCC)[N+](CCCC)(CCCC)CCCC (tetrabutylammonium fluoride). Run in O1CCCC1 (tetrahydrofuran). Run at time 1 hour. Product: C(C)(C)(C)OC(=O)N1[C@@H](C[C@H](C1)O)CCOC1=C(C=C(C=C1)F)CCC1=CC(=C(C=C1)F)F ((2R,4R)-1-t-Butoxycarbonyl-2-[2-{2-[2-(3,4-difluorophenyl)ethyl]-4-fluorophenoxy}ethyl]-4-hydroxypyrrolidine). Isolated yield 60.1%. RXN SMILES: [C:1]([O:5][C:6]([N:8]1[CH2:12][C@H:11]([O:13][Si](C(C)(C)C)(C)C)[CH2:10][C@H:9]1[CH2:21][CH2:22][O:23][C:24]1[CH:29]=[CH:28][C:27]([F:30])=[CH:26][C:25]=1[CH2:31][CH2:32][C:33]1[CH:38]=[CH:37][C:36]([F:39])=[C:35]([F:40])[CH:34]=1)=[O:7])([CH3:4])([CH3:3])[CH3:2].[F-].C([N+](CCCC)(CCCC)CCCC)CCC>O1CCCC1>[C:1]([O:5][C:6]([N:8]1[CH2:12][C@H:11]([OH:13])[CH2:10][C@H:9]1[CH2:21][CH2:22][O:23][C:24]1[CH:29]=[CH:28][C:27]([F:30])=[CH:26][C:25]=1[CH2:31][CH2:32][C:33]1[CH:38]=[CH:37][C:36]([F:39])=[C:35]([F:40])[CH:34]=1)=[O:7])([CH3:4])([CH3:2])[CH3:3] |f:1.2|. Reported procedure: 580 mg of (2R,4R)-1-t-butoxycarbonyl-4-t-butyldimethylsilyloxy-2-[2-{2-[2-(3,4-difluorophenyl)ethyl]-4-fluorophenoxy}ethyl]pyrrolidine [prepared as described in step (a) above] were dissolved in 5 ml of tetrahydrofuran, and then 0.31 ml of tetrabutylammonium fluoride were added to the resulting solution. The resulting mixture was then stirred at room temperature for 1 hour. At the end of this time, the reaction mixture was concentrated by evaporation under reduced pressure, and the concentrated ... Reactants: [BH3-]C#N, CC(O)CNCCCC(=O)OC(C)(C)C, C=O, CO, ClCCl, [Na+], O. Yields the product CC(O)CN(C)CCCC(=O)OC(C)(C)C. Reaction SMILES: [C:3]([BH3-:4])#[N:5].[C:7]([CH3:8])([CH3:9])([CH3:10])[O:11][C:12]([CH2:13][CH2:14][CH2:15][NH:16][CH2:17][CH:18]([CH3:19])[OH:20])=[O:21].[CH2:1]=[O:2].[CH3:23][OH:24].[Cl:25][CH2:26][Cl:27].[Na+:6].[OH2:22]>>[CH3:3][N:16]([CH2:15][CH2:14][CH2:13][C:12]([O:11][C:7]([CH3:8])([CH3:9])[CH3:10])=[O:21])[CH2:17][CH:18]([CH3:19])[OH:20].